Dataset: the Open Reaction Database (ORD), a public repository of structured organic reaction records. Task: describe an organic reaction: reactants, conditions, products, and yield Run at temperature -20 celsius, time 15 minute. Run in O1CCCC1 (tetrahydrofuran), O1CCCC1 (tetrahydrofuran), O1CCCC1 (tetrahydrofuran), CN(P(=O)(N(C)C)N(C)C)C (hexamethylphosphoramide). Procedure details: To 2.85 ml of diisopropylamine dissolved in 30 ml of anhydrous tetrahydrofuran was added 12.5 ml of 1.5M n-butyl lithium (hexane solution) at -78° C. under nitrogen atmosphere. The mixture was stirred for 15 minutes. To the solution was added 3.45 g of dimethyl 2-oxoglutarate dimethyl acetal in 15 ml of anhydrous tetrahydrofuran, taking 10 minutes. The mixture was stirred for 15 minutes. To the mixture was added a solution of 1.32 ml of chloromethyl methylether and 1.36 ml of hexamethylphosphora... Reaction SMILES: C(NC(C)C)(C)C.C([Li])CCC.[CH3:13][O:14][C:15]([O:26][CH3:27])([O:24][CH3:25])[C:16](=[O:23])[CH2:17][CH2:18][C:19]([O:21][CH3:22])=[O:20].Cl[CH2:29][O:30][CH3:31].[Cl-].[NH4+]>O1CCCC1.CN(C)P(N(C)C)(N(C)C)=O>[CH3:27][O:26][C:15]([O:24][CH3:25])([O:14][CH3:13])[C:16](=[O:23])[CH2:17][CH:18]([CH2:29][O:30][CH3:31])[C:19]([O:21][CH3:22])=[O:20] |f:4.5|. Product: COC(C(CC(C(=O)OC)COC)=O)(OC)OC (dimethyl 4-methoxymethyl-2-oxoglutarate dimethyl acetal). The reactants are COC(C(CCC(=O)OC)=O)(OC)OC (dimethyl 2-oxoglutarate dimethyl acetal), [Cl-].[NH4+] (ammonium chloride), C(C)(C)NC(C)C (diisopropylamine), C(CCC)[Li] (n-butyl lithium), ClCOC (chloromethyl methylether). Reported procedure: A mixture of p-toluic acid (22.2 g, 0.163 mole), p-xylene (100 mL), and trifluoromethanesulfonic acid (5 mL; 0.056 mole) was heated at reflux for 21 hours in a 300 mL flask equipped with a Dean-Stark trap, after which time 3 mL of water had been collected in the trap. The progress of the reaction was measured by gas chromatography as well as by the amount of water collected. After 6 hours, 22% of starting material had been converted to 2,5,4'-trimethylbenzophenone. The mixture was extracted with... Solvent: CC=1C=CC(=CC1)C (p-xylene). The yield is 135.0%. Reaction SMILES: [CH3:1][C:2]1[CH:3]=[CH:4][C:5]([C:8]([OH:10])=O)=[CH:6][CH:7]=1.FC(F)(F)S(O)(=O)=O>CC1C=CC(C)=CC=1>[CH3:1][C:2]1[CH:3]=[CH:4][C:5]([CH3:8])=[CH:6][C:7]=1[C:8]([C:5]1[CH:6]=[CH:7][C:2]([CH3:1])=[CH:3][CH:4]=1)=[O:10]. Yields the product CC1=C(C(=O)C2=CC=C(C=C2)C)C=C(C=C1)C (2,5,4'-trimethylbenzophenone). Run at time 6 hour. The reactants are CC=1C=CC(=CC1)C(=O)O (p-toluic acid), FC(S(=O)(=O)O)(F)F (trifluoromethanesulfonic acid). The reactants are NC1=NNC=C1 (3-aminopyrazole), CN(C=CC(=O)C1=CC(=CC=C1)C(F)(F)F)C (3-dimethylamino-3'-(trifluoromethyl)acrylophenone). The solvent is C(C)(=O)O (acetic acid). Yields the product FC(C1=CC(=CC=C1)C1=CC=NC=2N1N=CC2)(F)F (7-(α,α,α-Trifluoro-m-tolyl)pyrazolo[1,5-a]pyrimidine). Reaction SMILES: [NH2:1][C:2]1[CH:6]=[CH:5][NH:4][N:3]=1.CN(C)[CH:9]=[CH:10][C:11]([C:13]1[CH:18]=[CH:17][CH:16]=[C:15]([C:19]([F:22])([F:21])[F:20])[CH:14]=1)=O>C(O)(=O)C>[F:20][C:19]([F:21])([F:22])[C:15]1[CH:16]=[CH:17][CH:18]=[C:13]([C:11]2[N:3]3[N:4]=[CH:5][CH:6]=[C:2]3[N:1]=[CH:9][CH:10]=2)[CH:14]=1. Procedure: A mixture of 8.31 g. of 3-aminopyrazole, 24.32 g. of 3-dimethylamino-3'-(trifluoromethyl)acrylophenone and 100 ml. of glacial acetic acid is refluxed for 8 hours and evaporated in vacuo to an oil. This oil is treated as described in Example 1, giving the desired product, m.p. 103°-104.5° C. Starting materials: O=C(Cl)c1ccc(Br)cc1, CC(C)(C)O, ClCCl, c1ccncc1. Product: CC(C)(C)OC(=O)c1ccc(Br)cc1. As a reaction SMILES: [Br:12][c:13]1[cH:14][cH:15][c:16]([C:17](=[O:18])[Cl:19])[cH:20][cH:21]1.[C:1]([CH3:2])([CH3:3])([CH3:4])[OH:5].[CH2:22]([Cl:23])[Cl:24].[cH:6]1[cH:7][cH:8][n:9][cH:10][cH:11]1>>[C:1]([CH3:2])([CH3:3])([CH3:4])[O:5][C:17]([c:16]1[cH:15][cH:14][c:13]([Br:12])[cH:21][cH:20]1)=[O:18]. The reactants are Br, Clc1ccc2[nH]c3c(c2c1)CNCC3, BrCCCc1ccccn1. Yields the product Clc1ccc2[nH]c3c(c2c1)CN(CCCc1ccccn1)CC3. As a reaction SMILES: [BrH:1].[Cl:12][c:13]1[cH:14][c:15]2[c:16]3[c:17]([nH:18][c:19]2[cH:20][cH:21]1)[CH2:22][CH2:23][NH:24][CH2:25]3.[n:2]1[c:3]([CH2:8][CH2:9][CH2:10][Br:11])[cH:4][cH:5][cH:6][cH:7]1>>[n:2]1[c:3]([CH2:8][CH2:9][CH2:10][N:24]2[CH2:23][CH2:22][c:17]3[c:16]([c:15]4[cH:14][c:13]([Cl:12])[cH:21][cH:20][c:19]4[nH:18]3)[CH2:25]2)[cH:4][cH:5][cH:6][cH:7]1. The reactants are ClC1=NC=C(C(=N1)NC1=CC(=C(C=C1)NC1CCN(CC1)C(=O)OCC1=CC=CC=C1)I)Cl (benzyl 4-({4-[(2,5-dichloropyrimidin-4-yl)amino]-2-iodophenyl}amino)piperidine-1-carboxylate), C(=C)C=1C=C(C=NC1)N (5-vinylpyridin-3-amine). The product is NC=1C=C(C=NC1)/C=C/C1=C(C=CC(=C1)NC1=NC(=NC=C1Cl)Cl)NC1CCN(CC1)C(=O)OCC1=CC=CC=C1 (Benzyl 4-({2-[(E)-2-(5-aminopyridin-3-yl)vinyl]-4-[(2,5-dichloropyrimidin-4-yl)amino]phenyl}amino)piperidine-1-carboxylate). The yield is 75.0%. As a reaction SMILES: [Cl:1][C:2]1[N:7]=[C:6]([NH:8][C:9]2[CH:14]=[CH:13][C:12]([NH:15][CH:16]3[CH2:21][CH2:20][N:19]([C:22]([O:24][CH2:25][C:26]4[CH:31]=[CH:30][CH:29]=[CH:28][CH:27]=4)=[O:23])[CH2:18][CH2:17]3)=[C:11](I)[CH:10]=2)[C:5]([Cl:33])=[CH:4][N:3]=1.[CH:34]([C:36]1[CH:37]=[C:38]([NH2:42])[CH:39]=[N:40][CH:41]=1)=[CH2:35]>>[NH2:42][C:38]1[CH:37]=[C:36](/[CH:34]=[CH:35]/[C:11]2[CH:10]=[C:9]([NH:8][C:6]3[C:5]([Cl:33])=[CH:4][N:3]=[C:2]([Cl:1])[N:7]=3)[CH:14]=[CH:13][C:12]=2[NH:15][CH:16]2[CH2:21][CH2:20][N:19]([C:22]([O:24][CH2:25][C:26]3[CH:31]=[CH:30][CH:29]=[CH:28][CH:27]=3)=[O:23])[CH2:18][CH2:17]2)[CH:41]=[N:40][CH:39]=1. Procedure details: The desired compound was prepared according to the procedure of Example B334, step G, using benzyl 4-({4-[(2,5-dichloropyrimidin-4-yl)amino]-2-iodophenyl}amino)piperidine-1-carboxylate and 5-vinylpyridin-3-amine as the starting materials in 75% yield. LCMS for C30H30Cl2N7O2 (M+H)+: m/z=590.2, 592.1. Reactants: NaIO4, C(C)OC(=O)C1(CCN(CC1)C(=O)OC(C)(C)C)CC=C (4-Allyl-piperidine-1,4-dicarboxylic acid 1-tert-butyl ester 4-ethyl ester), ice water, CCOC(=O)C (EtOAc). The reagents and catalysts are O=[Os](=O)(=O)=O (OsO4). Solvent: O (water), CC(C)O (iPrOH), O (H2O). Run at time 30 minute. Yields the product C(C)OC(=O)C1(CCN(CC1)C(=O)OC(C)(C)C)CC=O (4-(2-Oxo-ethyl)-piperidine-1,4-dicarboxylic acid 1-tert-butyl ester 4-ethyl ester). Yield: 34.0%. RXN SMILES: [CH2:1]([O:3][C:4]([C:6]1([CH2:19][CH:20]=C)[CH2:11][CH2:10][N:9]([C:12]([O:14][C:15]([CH3:18])([CH3:17])[CH3:16])=[O:13])[CH2:8][CH2:7]1)=[O:5])[CH3:2].CC[O:24]C(C)=O>CC(O)C.O.O=[Os](=O)(=O)=O>[CH2:1]([O:3][C:4]([C:6]1([CH2:19][CH:20]=[O:24])[CH2:7][CH2:8][N:9]([C:12]([O:14][C:15]([CH3:18])([CH3:16])[CH3:17])=[O:13])[CH2:10][CH2:11]1)=[O:5])[CH3:2]. Procedure: 4-Allyl-piperidine-1,4-dicarboxylic acid 1-tert-butyl ester 4-ethyl ester (2.97 g, 10 mmol) was dissolved in iPrOH (50 mL) and H2O (10 mL). To this was added a aqueous solution of NaIO4 (4.68 g, 21.8 mmol) in water (40 mL), followed by addition of OsO4 (8.4 mg, crystals, in one portion) at rt. The solution was stirred at rt. After 30 min, milky cloudy formed. Stirring was continued overnight. TLC and LC/MS did not detect the SM, but it was still very milky. The reaction mixture was poured into i...